From a dataset of the Open Reaction Database (ORD), a public repository of structured organic reaction records. describe an organic reaction: reactants, conditions, products, and yield Starting materials: CC(C)(C)OC(=O)N1CCOCC1CO, C1CCOC1, [H-], [Na+], [Na+], O=C([O-])O, O=C(Oc1ccc([N+](=O)[O-])cc1)N1CCN(c2ccccc2)CC1. Yields the product CC(C)(C)OC(=O)N1CCOCC1COC(=O)N1CCN(c2ccccc2)CC1. As a reaction SMILES: [C:3]([CH3:4])([CH3:5])([CH3:6])[O:7][C:8](=[O:9])[N:10]1[CH:11]([CH2:16][OH:17])[CH2:12][O:13][CH2:14][CH2:15]1.[CH2:47]1[O:48][CH2:49][CH2:50][CH2:51]1.[H-:2].[Na+:1].[Na+:46].[O-:42][C:43]([OH:44])=[O:45].[c:18]1([N:24]2[CH2:25][CH2:26][N:27]([C:30](=[O:31])[O:32][c:33]3[cH:34][cH:35][c:36]([N+:37]([O-:38])=[O:39])[cH:40][cH:41]3)[CH2:28][CH2:29]2)[cH:19][cH:20][cH:21][cH:22][cH:23]1>>[C:3]([CH3:4])([CH3:5])([CH3:6])[O:7][C:8](=[O:9])[N:10]1[CH:11]([CH2:16][O:17][C:30]([N:27]2[CH2:26][CH2:25][N:24]([c:18]3[cH:19][cH:20][cH:21][cH:22][cH:23]3)[CH2:29][CH2:28]2)=[O:31])[CH2:12][O:13][CH2:14][CH2:15]1. Starting materials: Cl.CN(CC(C(CC)(O)C1=CC(=CC=C1)OC)C)C ((2RS, 3RS)-1-dimethylamino-3-(3-methoxy-phenyl)-2-methyl-pentan-3-ol hydrochloride). Solvent: Cl (hydrochloric acid). Product: Cl.COC=1C=C(C=CC1)\C(\C(CN(C)C)C)=C/C ((Z)-(RS)-[3-(3-methoxy-phenyl)-2-methyl-pent-3-enyl]-dimethylamine hydrochloride). Yield: 42.4%. Reaction SMILES: [ClH:1].[CH3:2][N:3]([CH3:19])[CH2:4][CH:5]([CH3:18])[C:6]([C:10]1[CH:15]=[CH:14][CH:13]=[C:12]([O:16][CH3:17])[CH:11]=1)(O)[CH2:7][CH3:8]>Cl>[ClH:1].[CH3:17][O:16][C:12]1[CH:11]=[C:10](/[C:6](=[CH:7]\[CH3:8])/[CH:5]([CH3:18])[CH2:4][N:3]([CH3:19])[CH3:2])[CH:15]=[CH:14][CH:13]=1 |f:0.1,3.4|. Procedure: 200 g (0.69 mole) of hydrochloride (2) were dissolved in one litre of concentrated hydrochloric acid and allowed to stand at room temperature. The hydrochloric acid was removed by distillation under vacuum. The residue was dissolved in 1 l of ice-water and the pH was adjusted to 13 with 10 molar sodium hydroxide solution. After extraction with ether, drying the organic phase and removing the solvent by distillation, 162 g of crude product were obtained, and were purified by recrystallisation. 79... Reactants: C(C1=CC=CC=C1)O[C@@H](C(=O)N[C@@H]1[C@H]([C@H]([C@@H](C1)N1C2=NC(=NC(=C2N=C1)NCC(C1=CC=CC=C1)C1=CC=CC=C1)N1C[C@@H](CC1)NC(=O)NC=1C=NC=CC1)O)O)C ((R)-2-Benzyloxy-N-((1S,2R,3S,4R)-4-{6-(2,2-diphenyl-ethylamino)-2-[(R)-3-(3-pyridin-3-yl-ureido)-pyrrolidin-1-yl]-purin-9-yl}-2,3-dihydroxy-cyclopentyl)-propionamide), N[C@H]1CN(CC1)C1=NC(=C2N=CN(C2=N1)[C@H]1[C@@H]([C@@H]([C@H](C1)NC([C@@H](C)OCC1=CC=CC=C1)=O)O)O)NCC(C1=CC=CC=C1)C1=CC=CC=C1 ((R)-N-{(1S,2R,3S,4R)-4-[2-((R)-3-Amino-pyrrolidin-1-yl)-6-(2,2-diphenyl-ethylamino)-purin-9-yl]-2,3-dihydroxy-cyclopentyl}-2-benzyloxy-propionamide). The product is C1(=CC=CC=C1)C(CNC1=C2N=CN(C2=NC(=N1)N1C[C@@H](CC1)NC(=O)NC=1C=NC=CC1)[C@H]1[C@@H]([C@@H]([C@H](C1)NC(CCO)=O)O)O)C1=CC=CC=C1 (N-((1S,2R,3S,4R)-4-{6-(2,2-Diphenyl-ethylamino)-2-[(R)-3-(3-pyridin-3-yl-ureido)-pyrrolidin-1-yl]-purin-9-yl}-2,3-dihydroxy-cyclopentyl)-3-hydroxy-propionamide). Reaction SMILES: C(O[C@H](C)[C:10]([NH:12][C@H:13]1[CH2:17][C@@H:16]([N:18]2[CH:26]=[N:25][C:24]3[C:19]2=[N:20][C:21]([N:42]2[CH2:46][CH2:45][C@@H:44]([NH:47][C:48]([NH:50][C:51]4[CH:52]=[N:53][CH:54]=[CH:55][CH:56]=4)=[O:49])[CH2:43]2)=[N:22][C:23]=3[NH:27][CH2:28][CH:29]([C:36]2[CH:41]=[CH:40][CH:39]=[CH:38][CH:37]=2)[C:30]2[CH:35]=[CH:34][CH:33]=[CH:32][CH:31]=2)[C@H:15]([OH:57])[C@@H:14]1[OH:58])=[O:11])C1C=CC=CC=1.N[C@@H]1CCN(C2N=C3C(N=CN3[C@@H]3C[C@H](N[C:81](=O)[C@H:82]([O:84]CC4C=CC=CC=4)C)[C@@H](O)[C@H]3O)=C(NCC(C3C=CC=CC=3)C3C=CC=CC=3)N=2)C1>>[C:36]1([CH:29]([C:30]2[CH:35]=[CH:34][CH:33]=[CH:32][CH:31]=2)[CH2:28][NH:27][C:23]2[N:22]=[C:21]([N:42]3[CH2:46][CH2:45][C@@H:44]([NH:47][C:48]([NH:50][C:51]4[CH:52]=[N:53][CH:54]=[CH:55][CH:56]=4)=[O:49])[CH2:43]3)[N:20]=[C:19]3[C:24]=2[N:25]=[CH:26][N:18]3[C@@H:16]2[CH2:17][C@H:13]([NH:12][C:10](=[O:11])[CH2:81][CH2:82][OH:84])[C@@H:14]([OH:58])[C@H:15]2[OH:57])[CH:41]=[CH:40][CH:39]=[CH:38][CH:37]=1. Procedure details: The title compound is prepared analogously to (R)-2-benzyloxy-N-((1S,2R,3S,4R)-4-{6-(2,2-diphenyl-ethylamino)-2-[(R)-3-(3-pyridin-3-yl-ureido)-pyrrolidin-1-yl]-purin-9-yl}-2,3-dihydroxy-cyclopentyl)-propionamide (Example 181, step 5), by substituting N-{(1S,2R,3S,4R)-4-[2-((R)-3-amino-pyrrolidin-1-yl)-6-(2,2-diphenyl-ethylamino)-purin-9-yl]-2,3-dihydroxy-cyclopentyl}-3-hydroxy-propionamide (Intermediate ZG) for (R)-N-{(1S,2R,3S,4R)-4-[2-((R)-3-amino-pyrrolidin-1-yl)-6-(2,2-diphenyl-ethylamino)-p... The reactants are BrC1=C(OC(C)(C)C2=NN=C(N2C)C2=C(C=CC=C2)C(F)(F)F)C=CC(=C1)Cl (3-[1-(2-bromo-4-chlorophenoxy)-1-methylethyl]-4-methyl-5-[2-(trifluoromethyl)phenyl]-4H-1,2,4-triazole), CS(=O)[O-].[Na+] (sodium methanesulfinate), O (water), C(C)(=O)OCC (ethyl acetate). Reagents/catalysts: [Cu](I)I (copper iodide). The solvent is CS(=O)C (DMSO). Run at temperature 140 celsius, time 8 hour. The product is Cl.ClC1=CC(=C(OC(C)(C)C2=NN=C(N2C)C2=C(C=CC=C2)C(F)(F)F)C=C1)S(=O)(=O)C (3-{1-[4-chloro-2-(methylsulfonyl)phenoxy]-1-methylethyl}-4-methyl-5-[2-(trifluoromethyl)phenyl]-4H-1,2,4-triazole monohydrochloride). The yield is 16.7%. As a reaction SMILES: Br[C:2]1[CH:27]=[C:26]([Cl:28])[CH:25]=[CH:24][C:3]=1[O:4][C:5]([C:8]1[N:12]([CH3:13])[C:11]([C:14]2[CH:19]=[CH:18][CH:17]=[CH:16][C:15]=2[C:20]([F:23])([F:22])[F:21])=[N:10][N:9]=1)([CH3:7])[CH3:6].[CH3:29][S:30]([O-:32])=[O:31].[Na+].O.C(OCC)(=O)C>CS(C)=O.[Cu](I)I>[ClH:28].[Cl:28][C:26]1[CH:25]=[CH:24][C:3]([O:4][C:5]([C:8]2[N:12]([CH3:13])[C:11]([C:14]3[CH:19]=[CH:18][CH:17]=[CH:16][C:15]=3[C:20]([F:23])([F:22])[F:21])=[N:10][N:9]=2)([CH3:7])[CH3:6])=[C:2]([S:30]([CH3:29])(=[O:32])=[O:31])[CH:27]=1 |f:1.2,7.8|. Reported procedure: A mixture of 3-[1-(2-bromo-4-chlorophenoxy)-1-methylethyl]-4-methyl-5-[2-(trifluoromethyl)phenyl]-4H-1,2,4-triazole (200 mg), sodium methanesulfinate (215 mg) and copper iodide (400 mg) was dissolved in DMSO, followed by stirring under a nitrogen atmosphere at 110° C. for 4 hours and at 140° C. overnight. The reaction solution was returned to room temperature and water and ethyl acetate were added thereto, followed by celite filtration. The organic layer was separated from the filtrate, washed w...